Task: describe an organic reaction: reactants, conditions, products, and yield. Dataset: the Open Reaction Database (ORD), a public repository of structured organic reaction records Starting materials: FC1=C(CN2CCC3(CO3)CC2)C=CC=C1 (N-(2-fluorobenzyl)-1-oxa-6-azaspiro[2,5]-octane), Cl.CCO (HCl EtOH), BrC=1C=CC(=NC1)O (5-bromo-2-hydroxy-pyridine), C([O-])([O-])=O.[K+].[K+] (potassium carbonate). Solvent: C(C)O.C(C)(=O)OCC (ethanol ethyl acetate), CN(C=O)C (N,N-dimethylformamide). Yields the product BrC=1C=CC(N(C1)CC1(CCN(CC1)CC1=C(C=CC=C1)F)O)=O (5-bromo-1-{[1-(2-fluorobenzyl)-4-hydroxypiperidin-4-yl]-methyl}-pyridin-2(1H)-one). Isolated yield 37.1%. As a reaction SMILES: [F:1][C:2]1[CH:16]=[CH:15][CH:14]=[CH:13][C:3]=1[CH2:4][N:5]1[CH2:12][CH2:11][C:8]2([O:10][CH2:9]2)[CH2:7][CH2:6]1.[Br:17][C:18]1[CH:19]=[CH:20][C:21]([OH:24])=[N:22][CH:23]=1.C(=O)([O-])[O-].[K+].[K+].Cl.CCO>C(O)C.C(OCC)(=O)C.CN(C)C=O>[Br:17][C:18]1[CH:19]=[CH:20][C:21](=[O:24])[N:22]([CH2:9][C:8]2([OH:10])[CH2:11][CH2:12][N:5]([CH2:4][C:3]3[CH:13]=[CH:14][CH:15]=[CH:16][C:2]=3[F:1])[CH2:6][CH2:7]2)[CH:23]=1 |f:2.3.4,5.6,7.8|. Reported procedure: 7.00 g (0.0316 mol) of N-(2-fluorobenzyl)-1-oxa-6-azaspiro[2,5]-octane and 5.50 g (0.0314 mol) of 5-bromo-2-hydroxy-pyridine were weighed and added into 40 mL of N,N-dimethylformamide, and then 0.53 g (0.004 mol) of potassium carbonate was added. The reaction was stirred and reacted at a bath temperature of about 80° C. for 1 day and the solvent was recovered under reduced pressure. Potassium carbonate aqueous solution was added to the residue and the mixture was extracted with dichloromethane t... The reactants are NC1=C(C(=O)NC(C)C)C=CC=C1Br (2-amino-3-bromo-N-isopropylbenzamide), C(=O)(OC(Cl)(Cl)Cl)OC(Cl)(Cl)Cl (tri-phosgene), O (water). Solvent: C(Cl)Cl (DCM). Product: BrC=1C=CC=C2C(N(C(NC12)=O)C(C)C)=O (8-bromo-3-isopropylquinazoline-2,4(1H,3H)-dione). Isolated yield 250.0%. As a reaction SMILES: [NH2:1][C:2]1[C:13]([Br:14])=[CH:12][CH:11]=[CH:10][C:3]=1[C:4]([NH:6][CH:7]([CH3:9])[CH3:8])=[O:5].[C:15](OC(Cl)(Cl)Cl)(OC(Cl)(Cl)Cl)=[O:16].O>C(Cl)Cl>[Br:14][C:13]1[CH:12]=[CH:11][CH:10]=[C:3]2[C:2]=1[NH:1][C:15](=[O:16])[N:6]([CH:7]([CH3:9])[CH3:8])[C:4]2=[O:5]. Procedure: A slurry of 2-amino-3-bromo-N-isopropylbenzamide (406a, 1.00 g, 3.89 mmol) and tri-phosgene (Aldrich; 0.462 g, 1.556 mmol) in 50 mL DCM was fitted with a water cooled reflux condenser and drying tube and heated to reflux overnight. In the morning, complete conversion to desired product. The reaction was cooled and concentrated in vacuo to give 8-bromo-3-isopropylquinazoline-2,4(1H,3H)-dione (1.1 g, 3.89 mmol, 100% yield) as a white solid: 1H NMR (400 MHz, CDCl3) δ ppm 8.02-8.25 (1H, m), 7.98 (1H... The reagents and catalysts are C/C(=C/C(=O)C)/O.C/C(=C/C(=O)C)/O.C/C(=C/C(=O)C)/O.[Fe] (Iron (III) acetylacetonate). Reported procedure: To a solution of methyl 4-chloro-2-methoxybenzoate (example 18d) (4.16 g, 20.8 mmol) in THF (120 mL) and NMP (12 mL) was added under inert atmosphere Iron (III) acetylacetonate (398 mg, 1.17 mmol) giving a red color. Then EtMgBr (29 ml of 1M solution in ether) was added dropwise under vigorous stirring. The mixture turned dark brown and then violet and then was stirred for 15 more min. The reaction was diluted with ether and quenched upon the addition of aq. HCl (1M, 50 mL). The crude product wa... Run in C1CCOC1 (THF), CN1CCCC1=O (NMP), CCOCC (ether). RXN SMILES: Cl[C:2]1[CH:11]=[CH:10][C:5]([C:6]([O:8][CH3:9])=[O:7])=[C:4]([O:12][CH3:13])[CH:3]=1.[CH3:14][CH2:15][Mg+].[Br-]>C1COCC1.CN1C(=O)CCC1.CCOCC.C/C(/O)=C/C(C)=O.C/C(/O)=C/C(C)=O.C/C(/O)=C/C(C)=O.[Fe]>[CH2:14]([C:2]1[CH:11]=[CH:10][C:5]([C:6]([O:8][CH3:9])=[O:7])=[C:4]([O:12][CH3:13])[CH:3]=1)[CH3:15] |f:1.2,6.7.8.9|. Reactants: ClC1=CC(=C(C(=O)OC)C=C1)OC (methyl 4-chloro-2-methoxybenzoate), CC[Mg+].[Br-] (EtMgBr). Yield: 50.0%. Yields the product C(C)C1=CC(=C(C(=O)OC)C=C1)OC (methyl 4-ethyl-2-methoxybenzoate). The reactants are C=CCOC(=O)C(CCCCC(=O)OCC)C(=O)OCC=C, Cl, CC(C)[Si](Oc1c(F)cc(CBr)cc1F)(C(C)C)C(C)C, [H-], [Na+], CN(C)C=O. The product is C=CCOC(=O)C(CCCCC(=O)OCC)(Cc1cc(F)c(O[Si](C(C)C)(C(C)C)C(C)C)c(F)c1)C(=O)OCC=C. Reaction SMILES: [CH2:1]([CH:2]=[CH2:3])[O:4][C:5](=[O:6])[CH:7]([C:8](=[O:9])[O:10][CH2:11][CH:12]=[CH2:13])[CH2:14][CH2:15][CH2:16][CH2:17][C:18](=[O:19])[O:20][CH2:21][CH3:22].[ClH:46].[F:25][c:26]1[cH:27][c:28]([CH2:29][Br:30])[cH:31][c:32]([F:45])[c:33]1[O:34][Si:35]([CH:36]([CH3:37])[CH3:38])([CH:39]([CH3:40])[CH3:41])[CH:42]([CH3:43])[CH3:44].[H-:23].[Na+:24].[O:47]=[CH:48][N:49]([CH3:50])[CH3:51]>>[CH2:1]([CH:2]=[CH2:3])[O:4][C:5](=[O:6])[C:7]([C:8](=[O:9])[O:10][CH2:11][CH:12]=[CH2:13])([CH2:14][CH2:15][CH2:16][CH2:17][C:18](=[O:19])[O:20][CH2:21][CH3:22])[CH2:29][c:28]1[cH:27][c:26]([F:25])[c:33]([O:34][Si:35]([CH:36]([CH3:37])[CH3:38])([CH:39]([CH3:40])[CH3:41])[CH:42]([CH3:43])[CH3:44])[c:32]([F:45])[cH:31]1. Reactants: FC(OC1=CC=C(C=O)C=C1)(F)F (4-(trifluoromethoxy)benzaldehyde), C(CC(=O)O)(=O)O (malonic acid), C(C)(=O)[O-].[NH4+] (ammonium acetate). Solvent: C(C)O (ethanol). Reaction conditions: time 8 hour. The product is NC(CC(=O)O)C1=CC=C(C=C1)OC(F)(F)F (3-amino-3-(4-trifluoromethoxyphenyl)propionic acid). RXN SMILES: [F:1][C:2]([F:13])([F:12])[O:3][C:4]1[CH:11]=[CH:10][C:7]([CH:8]=O)=[CH:6][CH:5]=1.[C:14]([OH:20])(=[O:19])[CH2:15]C(O)=O.C([O-])(=O)C.[NH4+:25]>C(O)C>[NH2:25][CH:8]([C:7]1[CH:10]=[CH:11][C:4]([O:3][C:2]([F:13])([F:12])[F:1])=[CH:5][CH:6]=1)[CH2:15][C:14]([OH:20])=[O:19] |f:2.3|. Reported procedure: 10.5 g of 4-(trifluoromethoxy)benzaldehyde, 5.72 g of malonic acid, 8.5 g of ammonium acetate and 40 ml of ethanol are boiled under reflux for 8 hours and stirred at room temperature overnight. The cooled reaction mixture is then filtered with suction, washed with ethanol and ether and dried in air. 3-amino-3-(4-trifluoromethoxyphenyl)propionic acid is obtained, melting point 258-260°.